This data is from the Open Reaction Database (ORD), a public repository of structured organic reaction records. The task is: describe an organic reaction: reactants, conditions, products, and yield The reactants are ice, ClC1=CC=C2C=CC(=NC2=N1)N1C(C2=CC=CC=C2C1=O)C(C(=O)OCC)C(CCC(C)C)=O (ethyl 2-[2-(7-chloro-1,8-naphthyridin-2-yl)-3-oxo-1-isoindolinyl]-6-methyl-3-oxoheptanoate), [OH-].[Na+] (sodium hydroxide). Solvent: O (water), S(O)(O)(=O)=O (sulphuric acid). Yields the product ClC1=CC=C2C=CC(=NC2=N1)N1C(C2=CC=CC=C2C1=O)C(C(=O)O)C(CCC(C)C)=O ((±)-2-[2-(7-chloro-1,8-naphthyridin-2-yl)-3 -oxo-1-isoindolinyl]-6-methyl-3-oxoheptanoic acid). Isolated yield 42.5%. Reaction SMILES: [Cl:1][C:2]1[N:11]=[C:10]2[C:5]([CH:6]=[CH:7][C:8]([N:12]3[C:20](=[O:21])[C:19]4[C:14](=[CH:15][CH:16]=[CH:17][CH:18]=4)[CH:13]3[CH:22]([C:28](=[O:34])[CH2:29][CH2:30][CH:31]([CH3:33])[CH3:32])[C:23]([O:25]CC)=[O:24])=[N:9]2)=[CH:4][CH:3]=1.[OH-].[Na+]>S(=O)(=O)(O)O.O>[Cl:1][C:2]1[N:11]=[C:10]2[C:5]([CH:6]=[CH:7][C:8]([N:12]3[C:20](=[O:21])[C:19]4[C:14](=[CH:15][CH:16]=[CH:17][CH:18]=4)[CH:13]3[CH:22]([C:28](=[O:34])[CH2:29][CH2:30][CH:31]([CH3:32])[CH3:33])[C:23]([OH:25])=[O:24])=[N:9]2)=[CH:4][CH:3]=1 |f:1.2|. Procedure details: A solution of 23 g of ethyl 2-[2-(7-chloro-1,8-naphthyridin-2-yl)-3-oxo-1-isoindolinyl]-6-methyl-3-oxoheptanoate in 235 cm3 of 98% sulphuric acid is stirred for 20 hours at a temperature of approximately 20° C. and is then poured into 1.5 kg of ice. The precipitate obtained is separated by filtration, washed with water to a pH=6 and dried in air. The solid obtained is taken up in 3.8 liters of distilled water and 480 cm3 of a 0.1N aqueous sodium hydroxide solution. The insoluble product is separ...